From a dataset of the Open Reaction Database (ORD), a public repository of structured organic reaction records. describe an organic reaction: reactants, conditions, products, and yield Reactants: P(=O)([O-])([O-])[O-].[K+].[K+].[K+] (potassium phosphate), SC(C)O (mercaptoethanol), C=1N=C(C2=C(N1)N(C=N2)[C@H]3[C@@H]([C@@H]([C@H](O3)COP(=O)(O)OP(=O)(O)OC[C@@H]4[C@H]([C@H]([C@@H](O4)N5C=CCC(=C5)C(=O)N)O)O)O)OP(=O)(O)O)N (NADPH), solution, C(CC[C@@H](C(=O)O)NC(=O)C1=CC=C(NCC=2CNC=3N=C(N)NC(=O)C3N2)C=C1)(=O)O (dihydrofolic acid). Reaction conditions: temperature 37 celsius, time 5 minute. Product: C(CC[C@@H](C(=O)O)NC(=O)C1=CC=C(NCC2CNC=3N=C(N)NC(=O)C3N2)C=C1)(=O)O (tetrahydrofolic acid). As a reaction SMILES: P([O-])([O-])([O-])=O.[K+].[K+].[K+].SC(O)C.C1N=C(N)C2N=CN([C@@H]3O[C@H](COP(OP(OC[C@H]4O[C@@H](N5C=C(C(N)=O)CC=C5)[C@H](O)[C@@H]4O)(O)=O)(O)=O)[C@@H](O)[C@H]3OP(O)(O)=O)C=2N=1.[C:61]([OH:92])(=[O:91])[CH2:62][CH2:63][C@H:64]([NH:68][C:69]([C:71]1[CH:90]=[CH:89][C:74]([NH:75][CH2:76][C:77]2[CH2:78][NH:79][C:80]3[N:81]=[C:82]([NH:84][C:85]([C:87]=3[N:88]=2)=[O:86])[NH2:83])=[CH:73][CH:72]=1)=[O:70])[C:65]([OH:67])=[O:66]>>[C:61]([OH:92])(=[O:91])[CH2:62][CH2:63][C@H:64]([NH:68][C:69]([C:71]1[CH:72]=[CH:73][C:74]([NH:75][CH2:76][CH:77]2[NH:88][C:87]3[C:85](=[O:86])[NH:84][C:82]([NH2:83])=[N:81][C:80]=3[NH:79][CH2:78]2)=[CH:89][CH:90]=1)=[O:70])[C:65]([OH:67])=[O:66] |f:0.1.2.3|. Reported procedure: A solution of purified DHFR was added to a solution comprising a potassium phosphate buffer solution (pH: 7.5, 75 mM), mercaptoethanol (7.5 mM) and NADPH (0.25 mM) to make up to a total amount of 0.57 mi. Each of the serial dilutions of the compound according to the present invention in an amount of 0.015 ml was added to the mixture prepared above. The mixtures thus prepared were preliminarily heated at 37° C. for 5 minutes, followed by the addition of 0.015 ml of a 25 μM solution of dihydrofoli... Starting materials: CCC(CC)C(c1ccc(NC(=O)C2CCN(C(=O)OC(C)(C)C)CC2)cc1)n1ccnc1, CCOC(C)=O, Cl, [Na+], [OH-]. Yields the product CCC(CC)C(c1ccc(NC(=O)C2CCNCC2)cc1)n1ccnc1, Cl. RXN SMILES: [CH2:2]([CH3:3])[CH:4]([CH:5]([n:6]1[cH:7][n:8][cH:9][cH:10]1)[c:11]1[cH:12][cH:13][c:14]([NH:17][C:18](=[O:19])[CH:20]2[CH2:21][CH2:22][N:23]([C:26]([O:27][C:28]([CH3:29])([CH3:30])[CH3:31])=[O:32])[CH2:24][CH2:25]2)[cH:15][cH:16]1)[CH2:33][CH3:34].[CH3:37][CH2:38][O:39][C:40]([CH3:41])=[O:42].[ClH:1].[Na+:36].[OH-:35]>>[CH2:2]([CH3:3])[CH:4]([CH:5]([n:6]1[cH:7][n:8][cH:9][cH:10]1)[c:11]1[cH:12][cH:13][c:14]([NH:17][C:18](=[O:19])[CH:20]2[CH2:21][CH2:22][NH:23][CH2:24][CH2:25]2)[cH:15][cH:16]1)[CH2:33][CH3:34].[ClH:1]. The reactants are CCN(CC)C(=O)Cl, CON=C(C)C(=NO)C(=O)N(C)C, [H-], [H][H], [Na+], C1CCOC1. Product: CCN(CC)C(=O)ON=C(C(=O)N(C)C)C(C)=NOC. Reaction SMILES: [CH2:18]([CH3:19])[N:20]([C:21](=[O:22])[Cl:23])[CH2:24][CH3:25].[CH3:1][N:2]([C:3]([C:4]([C:5]([CH3:6])=[N:7][O:8][CH3:9])=[N:10][OH:11])=[O:12])[CH3:13].[H-:14].[H:16][H:17].[Na+:15].[O:26]1[CH2:27][CH2:28][CH2:29][CH2:30]1>>[CH3:1][N:2]([C:3]([C:4]([C:5]([CH3:6])=[N:7][O:8][CH3:9])=[N:10][O:11][C:21]([N:20]([CH2:18][CH3:19])[CH2:24][CH3:25])=[O:22])=[O:12])[CH3:13]. Starting materials: C([O-])(O)=O.[Na+] (sodium bicarbonate), C(C)(C)(C)NNC(C1=CC=CC=C1)=O (N'-t-butyl-N-benzoylhydrazine), C(C1=CC=CC=C1)(=O)C(=O)O (benzoyl formic acid), CS(=O)(=O)Cl (methanesulfonyl chloride). The solvent is C1(=CC=CC=C1)C (toluene), C(C)N(CC)CC (Triethylamine), C1(=CC=CC=C1)C (toluene). Reaction conditions: time 1 hour. Product: C(C)(C)(C)N(NC(C1=CC=CC=C1)=O)C(C1C(C=CC=C1)=C=O)=O (N'-t-butyl-N-benzoyl-carbonyl-N'-benzoylhydrazine). Isolated yield 65.0%. RXN SMILES: [C:1]([NH:5][NH:6][C:7](=[O:14])[C:8]1[CH:13]=[CH:12][CH:11]=[CH:10][CH:9]=1)([CH3:4])([CH3:3])[CH3:2].[C:15](C(O)=O)(=[O:22])[C:16]1[CH:21]=[CH:20][CH:19]=[CH:18][CH:17]=1.CS(Cl)(=O)=O.[C:31](=O)(O)[O-:32].[Na+]>C1(C)C=CC=CC=1.C(N(CC)CC)C>[C:1]([N:5]([C:31](=[O:32])[CH:21]1[CH:20]=[CH:19][CH:18]=[CH:17][C:16]1=[C:15]=[O:22])[NH:6][C:7](=[O:14])[C:8]1[CH:9]=[CH:10][CH:11]=[CH:12][CH:13]=1)([CH3:4])([CH3:2])[CH3:3] |f:3.4|. Reported procedure: N'-t-butyl-N-benzoylhydrazine (1 g), benzoyl formic acid (1 g), and methanesulfonyl chloride (0.7 g) were stirred in toluene (35 ml) and saturated sodium bicarbonate (15 ml) at approximately 5° C. Triethylamine was added slowly, dropwise to the reaction mixture, and slowly warmed to room temperature. After stirring for 1 hour, the reaction mixture was diluted with toluene (20 ml) and the organic layer was washed several times with water. The organic layers were dried over magnesium sulfate, filt... The reactants are COC(=O)c1cc(N2CCCC2)c(Oc2ccccc2)c([N+](=O)[O-])c1, COC(=O)c1ccccc1[N+](=O)[O-], C1COCCO1. Reaction SMILES: [CH3:14][O:15][C:16]([c:17]1[cH:18][c:19]([N:33]2[CH2:34][CH2:35][CH2:36][CH2:37]2)[c:20]([O:26][c:27]2[cH:28][cH:29][cH:30][cH:31][cH:32]2)[c:21]([N+:23]([O-:24])=[O:25])[cH:22]1)=[O:38].[CH3:1][O:2][C:3](=[O:4])[c:5]1[cH:6][cH:7][cH:8][cH:9][c:10]1[N+:11]([O-:12])=[O:13].[O:39]1[CH2:40][CH2:41][O:42][CH2:43][CH2:44]1>>[CH3:14][O:15][C:16]([c:17]1[cH:18][c:19]([N:33]2[CH2:34][CH2:35][CH2:36][CH2:37]2)[c:20]([O:26][c:27]2[cH:28][cH:29][cH:30][cH:31][cH:32]2)[c:21]([NH2:23])[cH:22]1)=[O:38]. Yields the product COC(=O)c1cc(N)c(Oc2ccccc2)c(N2CCCC2)c1. The reactants are OC1C(NCCC1)C1=CC=CC=C1 (3-hydroxy-2-phenylpiperidine), O.C1(=CC=C(C=C1)S(=O)(=O)O)C (4-toluenesulfonic acid monohydrate). The product is S(=O)(=O)([O-])C1=CC=C(C)C=C1.O[C@@H]1[C@@H]([NH2+]CCC1)C1=CC=CC=C1 (cis-3-Hydroxy-2-phenylpiperidinium tosylate). Reaction SMILES: [OH:1][CH:2]1[CH2:7][CH2:6][CH2:5][NH:4][CH:3]1[C:8]1[CH:13]=[CH:12][CH:11]=[CH:10][CH:9]=1.O.[C:15]1([CH3:25])[CH:20]=[CH:19][C:18]([S:21]([OH:24])(=[O:23])=[O:22])=[CH:17][CH:16]=1>>[S:21]([C:18]1[CH:19]=[CH:20][C:15]([CH3:25])=[CH:16][CH:17]=1)([O-:24])(=[O:23])=[O:22].[OH:1][C@H:2]1[CH2:7][CH2:6][CH2:5][NH2+:4][C@H:3]1[C:8]1[CH:13]=[CH:12][CH:11]=[CH:10][CH:9]=1 |f:1.2,3.4|. Reported procedure: The mixture of c/s- and trans-isomers of 3-hydroxy-2-phenylpiperidine (Description 1 (b)) and 4-toluenesulfonic acid monohydrate was crystallized from methanol/ethyl acetate to give the product, mp 266°-267° C. Starting materials: O=C(Cl)CBr, ClCCl, CNCCc1ccccc1. Yields the product CN(CCc1ccccc1)C(=O)CBr. As a reaction SMILES: [Br:1][CH2:2][C:3](=[O:4])[Cl:5].[CH2:16]([Cl:17])[Cl:18].[CH3:6][NH:7][CH2:8][CH2:9][c:10]1[cH:11][cH:12][cH:13][cH:14][cH:15]1>>[Br:1][CH2:2][C:3](=[O:4])[N:7]([CH3:6])[CH2:8][CH2:9][c:10]1[cH:11][cH:12][cH:13][cH:14][cH:15]1. Reactants: 80a, C12C=3C=C(C=CC3CC(CC1)N2)NC2=NC=C(C(=N2)N[C@H]2[C@@H](CCCC2)NS(=O)(=O)C)Cl (N-{(1R,2R)-2-[2-(12-aza-tricyclo[7.2.1.0*2,7*]dodeca-2(7),3,5-trien-4-ylamino)-5-chloro-pyrimidin-4-ylamino]-cyclohexyl}-methanesulfonamide), C1(CC1)C=O (cyclopropanecarbaldehyde). Product: C(C)(CC)N1C2C=3C=C(C=CC3CC1CC2)NC2=NC=C(C(=N2)N[C@H]2[C@@H](CCCC2)NS(=O)(=O)C)Cl (N-{(1R,2R)-2-[2-(12-sec-Butyl-12-aza-tricyclo[7.2.1.0*2,7*]dodeca-2(7),3,5-trien-4-ylamino)-5-chloro-pyrimidin-4-ylamino]-cyclohexyl}-methanesulfonamide). Yield: 68.1%. Reaction SMILES: [CH:1]12[NH:12][CH:9]([CH2:10][CH2:11]1)[CH2:8][C:7]1[CH:6]=[CH:5][C:4]([NH:13][C:14]3[N:19]=[C:18]([NH:20][C@@H:21]4[CH2:26][CH2:25][CH2:24][CH2:23][C@H:22]4[NH:27][S:28]([CH3:31])(=[O:30])=[O:29])[C:17]([Cl:32])=[CH:16][N:15]=3)=[CH:3][C:2]2=1.[CH:33]1([CH:36]=O)[CH2:35][CH2:34]1>>[CH:33]([N:12]1[CH:9]2[CH2:10][CH2:11][CH:1]1[C:2]1[CH:3]=[C:4]([NH:13][C:14]3[N:19]=[C:18]([NH:20][C@@H:21]4[CH2:26][CH2:25][CH2:24][CH2:23][C@H:22]4[NH:27][S:28]([CH3:31])(=[O:30])=[O:29])[C:17]([Cl:32])=[CH:16][N:15]=3)[CH:5]=[CH:6][C:7]=1[CH2:8]2)([CH2:34][CH3:35])[CH3:36]. Procedure: Following a procedure analogous to 80a, N-{(1R,2R)-2-[2-(12-aza-tricyclo[7.2.1.0*2,7*]dodeca-2(7),3,5-trien-4-ylamino)-5-chloro-pyrimidin-4-ylamino]-cyclohexyl}-methanesulfonamide (90 mg, 0.19 mmol) and cyclopropanecarbaldehyde (0.056 mL, 0.75 mmol), were converted to the title compound as an off-white solid (69 mg, 69%): 1:1 mixture of diastereomers. 1HNMR (400 MHz, DMSO-d6) δ 9.1 (s, 1H), 7.9 (s, 1H), 7.6 (s, 0.5H), 7.5 (s, 0.5H), 7.3 (m, 1H), 7.2 (d, 0.5H, J=8.6 Hz), 7.1 (d, 0.5H, J=8.3 Hz), ... Reactants: C=CCC1(C)CC(c2cccc(Cl)c2)C(c2ccc(Cl)cc2)N(c2ccncn2)C1=O, [O-][I+3]([O-])([O-])[O-], [Na+], C1CCOC1, O. The product is CC1(CC=O)CC(c2cccc(Cl)c2)C(c2ccc(Cl)cc2)N(c2ccncn2)C1=O. RXN SMILES: [CH2:1]([CH:2]=[CH2:3])[C:4]1([CH3:31])[C:5](=[O:30])[N:6]([c:24]2[n:25][cH:26][n:27][cH:28][cH:29]2)[CH:7]([c:17]2[cH:18][cH:19][c:20]([Cl:23])[cH:21][cH:22]2)[CH:8]([c:10]2[cH:11][c:12]([Cl:16])[cH:13][cH:14][cH:15]2)[CH2:9]1.[I+3:32]([O-:33])([O-:34])([O-:35])[O-:36].[Na+:37].[O:38]1[CH2:39][CH2:40][CH2:41][CH2:42]1.[OH2:43]>>[CH2:1]([CH:2]=[O:33])[C:4]1([CH3:31])[C:5](=[O:30])[N:6]([c:24]2[n:25][cH:26][n:27][cH:28][cH:29]2)[CH:7]([c:17]2[cH:18][cH:19][c:20]([Cl:23])[cH:21][cH:22]2)[CH:8]([c:10]2[cH:11][c:12]([Cl:16])[cH:13][cH:14][cH:15]2)[CH2:9]1.